This data is from the Open Reaction Database (ORD), a public repository of structured organic reaction records. The task is: describe an organic reaction: reactants, conditions, products, and yield The reactants are CC(=O)SCC(Cc1ccccc1C)C(=O)O, Cc1ccccc1, O=S(Cl)Cl. Yields the product CC(=O)SCC(Cc1ccccc1C)C(=O)Cl. RXN SMILES: [C:1]([CH3:2])(=[O:3])[S:4][CH2:5][CH:6]([C:7](=[O:8])[OH:9])[CH2:10][c:11]1[c:12]([CH3:17])[cH:13][cH:14][cH:15][cH:16]1.[CH3:22][c:23]1[cH:24][cH:25][cH:26][cH:27][cH:28]1.[S:18]([Cl:19])([Cl:20])=[O:21]>>[C:1]([CH3:2])(=[O:3])[S:4][CH2:5][CH:6]([C:7](=[O:8])[Cl:20])[CH2:10][c:11]1[c:12]([CH3:17])[cH:13][cH:14][cH:15][cH:16]1. The reactants are [Br-], N#CCc1ccc(Br)cc1, CC(C)(C)OC(=O)N(CCCl)CCCl, CCCCCCCCCCCCCCCC[P+](CCCC)(CCCC)CCCC, Cc1ccccc1, [Na+], [OH-], O. Yields the product CC(C)(C)OC(=O)N1CCC(C#N)(c2ccc(Br)cc2)CC1. Reaction SMILES: [Br-:35].[Br:15][c:16]1[cH:17][cH:18][c:19]([CH2:22][C:23]#[N:24])[cH:20][cH:21]1.[C:1]([CH3:2])([CH3:3])([CH3:4])[O:5][C:6]([N:7]([CH2:8][CH2:9][Cl:13])[CH2:11][CH2:12][Cl:10])=[O:14].[CH2:36]([P+:37]([CH2:38][CH2:39][CH2:40][CH3:41])([CH2:42][CH2:43][CH2:44][CH3:45])[CH2:46][CH2:47][CH2:48][CH3:49])[CH2:50][CH2:51][CH2:52][CH2:53][CH2:54][CH2:55][CH2:56][CH2:57][CH2:58][CH2:59][CH2:60][CH2:61][CH2:62][CH2:63][CH3:64].[CH3:27][c:28]1[cH:29][cH:30][cH:31][cH:32][cH:33]1.[Na+:26].[OH-:25].[OH2:34]>>[C:1]([CH3:2])([CH3:3])([CH3:4])[O:5][C:6]([N:7]1[CH2:8][CH2:9][C:22]([c:19]2[cH:18][cH:17][c:16]([Br:15])[cH:21][cH:20]2)([C:23]#[N:24])[CH2:12][CH2:11]1)=[O:14]. Yields the product CC1=C(C=C(C=C1)C(C)O)[N+](=O)[O-] (1-(4-Methyl-3-nitrophenyl)ethan-1-ol). Reaction SMILES: [CH3:1][C:2]1[CH:7]=[CH:6][C:5]([C:8](=[O:10])[CH3:9])=[CH:4][C:3]=1[N+:11]([O-:13])=[O:12].[BH4-].[Na+].Cl.O>C(O)C.O1CCCC1>[CH3:1][C:2]1[CH:7]=[CH:6][C:5]([CH:8]([OH:10])[CH3:9])=[CH:4][C:3]=1[N+:11]([O-:13])=[O:12] |f:1.2,5.6|. The solvent is C(C)O.O1CCCC1 (ethanol tetrahydrofuran). The yield is 96.9%. Conditions: time 10 minute. Starting materials: CC1=C(C=C(C=C1)C(C)=O)[N+](=O)[O-] (1-(4-methyl-3-nitrophenyl)ethan-1-one), [BH4-].[Na+] (sodium borohydride), Cl (hydrochloric acid), O (water). Procedure: To a solution of 1-(4-methyl-3-nitrophenyl)ethan-1-one (2.00 g) in ethanol/tetrahydrofuran (15 mL/7.5 mL) was added sodium borohydride (211 mg), and the mixture was stirred at room temperature for 10 minutes. To the reaction mixture were added 0.5 mol/L hydrochloric acid and water, followed by extraction with ethyl acetate. The organic layer was washed with a saturated aqueous sodium hydrogen carbonate solution and saturated brine successively, dried over anhydrous magnesium sulfate, and then co... Starting materials: COC(=O)c1cc2ccc(CBr)cc2s1, CCNCC, CC(C)=O, [K+], [K+], O=C([O-])[O-], C1COCCOCCOCCOCCOCCO1. Yields the product CCN(CC)Cc1ccc2cc(C(=O)OC)sc2c1. Reaction SMILES: [Br:30][CH2:31][c:32]1[cH:33][cH:34][c:35]2[c:36]([s:37][c:38]([C:40](=[O:41])[O:42][CH3:43])[cH:39]2)[cH:44]1.[CH2:1]([CH3:2])[NH:3][CH2:4][CH3:5].[CH3:45][C:46](=[O:47])[CH3:48].[K+:6].[K+:7].[O-:8][C:9]([O-:10])=[O:11].[O:12]1[CH2:13][CH2:14][O:15][CH2:16][CH2:17][O:18][CH2:19][CH2:20][O:21][CH2:22][CH2:23][O:24][CH2:25][CH2:26][O:27][CH2:28][CH2:29]1>>[CH2:1]([CH3:2])[N:3]([CH2:4][CH3:5])[CH2:31][c:32]1[cH:33][cH:34][c:35]2[c:36]([s:37][c:38]([C:40](=[O:41])[O:42][CH3:43])[cH:39]2)[cH:44]1. As a reaction SMILES: [C:13]([CH3:14])([CH3:15])([CH3:16])[Si:17]([CH3:18])([CH3:19])[Cl:20].[CH:1]1([OH:7])[CH2:2][CH:3]([OH:6])[CH2:4][CH2:5]1.[O:22]=[CH:23][N:24]([CH3:25])[CH3:26].[OH2:21].[nH:8]1[cH:9][cH:10][n:11][cH:12]1>>[CH:1]1([OH:7])[CH2:2][CH:3]([O:6][Si:17]([C:13]([CH3:14])([CH3:15])[CH3:16])([CH3:18])[CH3:19])[CH2:4][CH2:5]1. The reactants are CC(C)(C)[Si](C)(C)Cl, OC1CCC(O)C1, CN(C)C=O, O, c1c[nH]cn1. Yields the product CC(C)(C)[Si](C)(C)OC1CCC(O)C1. Starting materials: CCCCO, O=C(Cc1ccc(Cl)cc1)N(c1ccc(Cl)cc1)C1CCNCC1, [I-], CCCI, [K+], [Na+], [Na+], O=C([O-])[O-]. Product: CCCN1CCC(N(C(=O)Cc2ccc(Cl)cc2)c2ccc(Cl)cc2)CC1. As a reaction SMILES: [CH2:37]([OH:38])[CH2:39][CH2:40][CH3:41].[Cl:1][c:2]1[cH:3][cH:4][c:5]([CH2:8][C:9](=[O:10])[N:11]([CH:12]2[CH2:13][CH2:14][NH:15][CH2:16][CH2:17]2)[c:18]2[cH:19][cH:20][c:21]([Cl:24])[cH:22][cH:23]2)[cH:6][cH:7]1.[I-:32].[I:33][CH2:34][CH2:35][CH3:36].[K+:31].[Na+:25].[Na+:26].[O-:27][C:28](=[O:29])[O-:30]>>[Cl:1][c:2]1[cH:3][cH:4][c:5]([CH2:8][C:9](=[O:10])[N:11]([CH:12]2[CH2:13][CH2:14][N:15]([CH2:34][CH2:35][CH3:36])[CH2:16][CH2:17]2)[c:18]2[cH:19][cH:20][c:21]([Cl:24])[cH:22][cH:23]2)[cH:6][cH:7]1.